From a dataset of the Open Reaction Database (ORD), a public repository of structured organic reaction records. describe an organic reaction: reactants, conditions, products, and yield Starting materials: Cc1cccc(Oc2cccc(C=C3CCN(C(=O)OC(C)(C)C)CC3)c2)n1, ClCCl, Cl, C1COCCO1. Product: Cc1cccc(Oc2cccc(C=C3CCNCC3)c2)n1, Cl. RXN SMILES: [CH3:1][c:2]1[cH:3][cH:4][cH:5][c:6]([O:8][c:9]2[cH:10][c:11]([CH:12]=[C:13]3[CH2:14][CH2:15][N:16]([C:19]([O:20][C:21]([CH3:22])([CH3:23])[CH3:24])=[O:25])[CH2:17][CH2:18]3)[cH:26][cH:27][cH:28]2)[n:7]1.[Cl:36][CH2:37][Cl:38].[ClH:29].[O:30]1[CH2:31][CH2:32][O:33][CH2:34][CH2:35]1>>[CH3:1][c:2]1[cH:3][cH:4][cH:5][c:6]([O:8][c:9]2[cH:10][c:11]([CH:12]=[C:13]3[CH2:14][CH2:15][NH:16][CH2:17][CH2:18]3)[cH:26][cH:27][cH:28]2)[n:7]1.[ClH:29]. Reactants: ClC1=CC=C(C=C1)C1=NNC=C1C1=NC(=NC=C1)NC1=CC=C(C=C1)CN1CCN(CC1)C ({4-[3-(4-chloro-phenyl)-1H-pyrazol-4-yl]-pyrimidin-2-yl}-[4-(4-methyl-piperazin-1-ylmethyl)-phenyl]-amine), CN(CCO)C (2-dimethylamino-ethanol). Product: ClC1=CC=C(C=C1)C1=C(C=NN1CCN(C)C)C1=NC(=NC=C1)NC1=CC=C(C=C1)CN1CCN(CC1)C ({4-[5-(4-Chloro-phenyl)-1-(2-dimethylamino-ethyl)-1H-pyrazol-4yl]-pyrimidin-2-yl}-[4-(4-methyl-piperazin-1-ylmethyl)-phenyl]-amine). Reaction SMILES: [Cl:1][C:2]1[CH:7]=[CH:6][C:5]([C:8]2[C:12]([C:13]3[CH:18]=[CH:17][N:16]=[C:15]([NH:19][C:20]4[CH:25]=[CH:24][C:23]([CH2:26][N:27]5[CH2:32][CH2:31][N:30]([CH3:33])[CH2:29][CH2:28]5)=[CH:22][CH:21]=4)[N:14]=3)=[CH:11][NH:10][N:9]=2)=[CH:4][CH:3]=1.[CH3:34][N:35]([CH3:39])[CH2:36][CH2:37]O>>[Cl:1][C:2]1[CH:7]=[CH:6][C:5]([C:8]2[N:9]([CH2:37][CH2:36][N:35]([CH3:39])[CH3:34])[N:10]=[CH:11][C:12]=2[C:13]2[CH:18]=[CH:17][N:16]=[C:15]([NH:19][C:20]3[CH:21]=[CH:22][C:23]([CH2:26][N:27]4[CH2:28][CH2:29][N:30]([CH3:33])[CH2:31][CH2:32]4)=[CH:24][CH:25]=3)[N:14]=2)=[CH:4][CH:3]=1. Procedure: The title compound is prepared as described in Example 54, starting from {4-[3-(4-chloro-phenyl)-1H-pyrazol-4-yl]-pyrimidin-2-yl}-[4-(4-methyl-piperazin-1-yl-methyl)-phenyl]-amine (Example 32) and 2-dimethylamino-ethanol (Fluka).